From a dataset of the Open Reaction Database (ORD), a public repository of structured organic reaction records. describe an organic reaction: reactants, conditions, products, and yield Reactants: FC1=C(C=CC=C1)O (fluorophenol), N(=O)[O-].[Na+] (sodium nitrite), ice water, C(C)(=O)O (acetic acid), S(O)(O)(=O)=O (sulfuric acid). Run in O (water). Product: FC1=C(C=C(C(=C1)[N+](=O)[O-])C)O (2-fluoro-4-nitro-5-methylphenol). Reaction SMILES: [F:1][C:2]1[CH:7]=[CH:6][CH:5]=[CH:4][C:3]=1[OH:8].[C:9](O)(=O)C.S(=O)(=O)(O)O.[N:18]([O-:20])=[O:19].[Na+]>O>[F:1][C:2]1[CH:7]=[C:6]([N+:18]([O-:20])=[O:19])[C:5]([CH3:9])=[CH:4][C:3]=1[OH:8] |f:3.4|. Yield: 70.0%. Reaction conditions: time 30 minute. Procedure: A solution of 26.6 grams (0.21 mole) of the fluorophenol in 63 ml. of acetic acid and 8.5 ml. of sulfuric acid was stirred at 8°-12° C. While the mixtute was cooled and stirred, a solution of 15 grams of sodium nitrite in 42 ml. of water was added dropwise over a period of about 1 hour. Stirring was continued for an additional 30 minutes. The mixture then was poured into a large volume of ice water. The resulting crude product was collected by filtration, thoroughly washed with water, and air dr... Yields the product CC(C=O)C=CC1C(=CCCC1(C)C)C (2-methyl-4-(2,6,6-trimethyl-2-cyclohexenyl)-3-butenal). Starting materials: CC1=CCCC(C1/C=C/C(=O)C)(C)C (α-ionone), ClCC(=O)OCC (ethyl chloroacetate), [OH-].[Na+] (sodium hydroxide), C[O-].[Na+] (sodium methylate), O=O (oxygen), C(=O)=O (CO2). Solvent: C(C)(=O)O (acetic acid), O (water), CCOCC (ether), N1=CC=CC=C1 (pyridine). As a reaction SMILES: [CH3:1][C:2]1[CH:7](/[CH:8]=[CH:9]/[C:10]([CH3:12])=O)[C:6]([CH3:14])([CH3:13])[CH2:5][CH2:4][CH:3]=1.ClC[C:17](OCC)=[O:18].C[O-].[Na+].O=O.[OH-].[Na+].C(=O)=O>C1C2NC3C(=CC=CC=3)SC=2C=CC=1.O.C(O)(=O)C.CCOCC.N1C=CC=CC=1>[CH3:12][CH:10]([CH:9]=[CH:8][CH:7]1[C:6]([CH3:14])([CH3:13])[CH2:5][CH2:4][CH:3]=[C:2]1[CH3:1])[CH:17]=[O:18] |f:2.3,5.6|. The reagents and catalysts are C1=CC=CC=2SC3=CC=CC=C3NC12 (phenothiazine). Isolated yield 60.7%. Reported procedure: A mixture of 192 g of α-ionone, 165.4 g of ethyl chloroacetate, 500 mg of phenothiazine and 100 ml of pyridine is treated with 81 g of sodium methylate within 30 minutes at -10° C to -15° C with the exclusion of moisture and oxygen from the air. After the addition of 100 ml of absolute ether, the mixture is stirred for 4 hours at - 5° C and treated with 400 ml of 15% methanolic sodium hydroxide while cooling. The mixture is stirred for 1 hour at 10° C, cooled to -30° C and adjusted to a pH of ab... Reaction conditions: temperature 5 celsius, time 4 hour. As a reaction SMILES: [C:1]([C:3]1[CH:8]=[CH:7][CH:6]=[CH:5][C:4]=1[C:9]1[CH:14]=[CH:13][C:12]([CH:15]=O)=[CH:11][CH:10]=1)#[N:2].Cl.[CH3:18][O:19][C:20](=[O:23])[CH2:21][NH2:22].O1CCCC1.C([BH3-])#N.[Na+]>CO>[C:1]([C:3]1[CH:8]=[CH:7][CH:6]=[CH:5][C:4]=1[C:9]1[CH:10]=[CH:11][C:12]([CH2:15][NH:22][CH2:21][C:20]([O:19][CH3:18])=[O:23])=[CH:13][CH:14]=1)#[N:2] |f:1.2,4.5|. Run in CO (methanol). Conditions: time 36 hour. Procedure: A mixture of 2.0 g of 2'-cyano-4-formyl-biphenyl, 1.22 g of 2-aminoethanoic acid methyl ester hydrochloride, 9.6 g of molecular sieve 5 A and 26 ml of tetrahydrofuran is stirred at room temperature for 36 hours and then cooled to 0° to 5°. 680 mg of sodium cyanoborohydride (90%) dissolved in 4.8 ml of methanol are added. The mixture is stirred at room temperature for 24 hours and then concentrated in vacuo. The crude product is purified by means of flash chromatography (180 g of silica gel; ethy... Starting materials: C(#N)C1=C(C=CC=C1)C1=CC=C(C=C1)C=O (2'-cyano-4-formyl-biphenyl), Cl.COC(CN)=O (2-aminoethanoic acid methyl ester hydrochloride), O1CCCC1 (tetrahydrofuran), C(#N)[BH3-].[Na+] (sodium cyanoborohydride). Yields the product C(#N)C1=C(C=CC=C1)C1=CC=C(C=C1)CNCC(=O)OC (N-(2'-Cyanobiphenyl-4-ylmethyl)-N-methoxycarbonylmethyl-amine). Reactants: COC(=O)c1c(C)nc2nc(Br)nn2c1-c1ccc(Cl)cc1Cl, C1CSCCN1, C1COCCO1. Product: COC(=O)c1c(C)nc2nc(N3CCSCC3)nn2c1-c1ccc(Cl)cc1Cl. Reaction SMILES: [Br:1][c:2]1[n:3][n:4]2[c:5]([n:6][c:7]([CH3:22])[c:8]([C:18](=[O:19])[O:20][CH3:21])[c:9]2-[c:10]2[c:11]([Cl:17])[cH:12][c:13]([Cl:16])[cH:14][cH:15]2)[n:23]1.[CH2:24]1[CH2:25][S:26][CH2:27][CH2:28][NH:29]1.[O:30]1[CH2:31][CH2:32][O:33][CH2:34][CH2:35]1>>[c:2]1([N:29]2[CH2:24][CH2:25][S:26][CH2:27][CH2:28]2)[n:3][n:4]2[c:5]([n:6][c:7]([CH3:22])[c:8]([C:18](=[O:19])[O:20][CH3:21])[c:9]2-[c:10]2[c:11]([Cl:17])[cH:12][c:13]([Cl:16])[cH:14][cH:15]2)[n:23]1. Starting materials: CCCN(c1cc(COCC(C)(Cc2ccccc2)NC(=O)OC(C)(C)C)cc(C(=O)OC)c1)S(C)(=O)=O, C1CCOC1, Cl, [Li+], [OH-]. Product: CCCN(c1cc(COCC(C)(Cc2ccccc2)NC(=O)OC(C)(C)C)cc(C(=O)O)c1)S(C)(=O)=O. As a reaction SMILES: [C:1]([CH3:2])([CH3:3])([CH3:4])[O:5][C:6](=[O:7])[NH:8][C:9]([CH2:10][O:11][CH2:12][c:13]1[cH:14][c:15]([C:16](=[O:17])[O:18][CH3:19])[cH:20][c:21]([N:23]([CH2:24][CH2:25][CH3:26])[S:27](=[O:28])(=[O:29])[CH3:30])[cH:22]1)([CH2:31][c:32]1[cH:33][cH:34][cH:35][cH:36][cH:37]1)[CH3:38].[CH2:42]1[O:43][CH2:44][CH2:45][CH2:46]1.[ClH:41].[Li+:40].[OH-:39]>>[C:1]([CH3:2])([CH3:3])([CH3:4])[O:5][C:6](=[O:7])[NH:8][C:9]([CH2:10][O:11][CH2:12][c:13]1[cH:14][c:15]([C:16](=[O:17])[OH:18])[cH:20][c:21]([N:23]([CH2:24][CH2:25][CH3:26])[S:27](=[O:28])(=[O:29])[CH3:30])[cH:22]1)([CH2:31][c:32]1[cH:33][cH:34][cH:35][cH:36][cH:37]1)[CH3:38].